Task: describe an organic reaction: reactants, conditions, products, and yield. Dataset: the Open Reaction Database (ORD), a public repository of structured organic reaction records Product: Cc1ccc2cnc(-c3cc(-c4cnn(C5CCN(C(=O)OC(C)(C)C)CC5)c4)cnc3N)cc2c1. As a reaction SMILES: [C:1]([CH3:2])([CH3:3])([CH3:4])[O:5][C:6](=[O:7])[N:8]1[CH2:9][CH2:10][CH:11]([n:14]2[n:15][cH:16][c:17](-[c:19]3[cH:20][n:21][c:22]([NH2:34])[c:23]([B:25]4[O:26][C:27]([CH3:28])([CH3:29])[C:30]([CH3:31])([CH3:32])[O:33]4)[cH:24]3)[cH:18]2)[CH2:12][CH2:13]1.[C:60](=[O:61])([O-:62])[O-:63].[CH2:54]1[O:55][CH2:56][CH2:57][O:58][CH2:59]1.[CH3:35][c:36]1[cH:37][c:38]2[cH:39][c:40]([O:46][S:47]([C:48]([F:49])([F:50])[F:51])(=[O:52])=[O:53])[n:41][cH:42][c:43]2[cH:44][cH:45]1.[Cs+:64].[Cs+:65].[OH2:66]>>[C:1]([CH3:2])([CH3:3])([CH3:4])[O:5][C:6](=[O:7])[N:8]1[CH2:9][CH2:10][CH:11]([n:14]2[n:15][cH:16][c:17](-[c:19]3[cH:20][n:21][c:22]([NH2:34])[c:23](-[c:40]4[cH:39][c:38]5[cH:37][c:36]([CH3:35])[cH:45][cH:44][c:43]5[cH:42][n:41]4)[cH:24]3)[cH:18]2)[CH2:12][CH2:13]1. The reactants are CC(C)(C)OC(=O)N1CCC(n2cc(-c3cnc(N)c(B4OC(C)(C)C(C)(C)O4)c3)cn2)CC1, O=C([O-])[O-], C1COCCO1, Cc1ccc2cnc(OS(=O)(=O)C(F)(F)F)cc2c1, [Cs+], [Cs+], O. The reactants are P(Cl)(Cl)(Cl)(Cl)Cl (phosphorus pentachloride), C1=CC=CC=C1 (benzene), [Cl-].[Al+3].[Cl-].[Cl-] (aluminum chloride), Cl (hydrochloric acid), ice, N[C@@H]([C@@H](C)CC)C(=O)O (L-isoleucine). Conditions: time 2 hour. The product is Cl.N[C@H](C(=O)C1=CC=CC=C1)C(CC)C (2-(S)-amino-3-methyl-1-phenyl-1-pentanone hydrochloride), product. Isolated yield 85.0%. Reaction SMILES: P(Cl)(Cl)(Cl)(Cl)[Cl:2].[NH2:7][C@H:8]([C:13]([OH:15])=O)[C@H:9]([CH2:11][CH3:12])[CH3:10].[Cl-].[Al+3].[Cl-].[Cl-].Cl.[CH:21]1[CH:26]=[CH:25][CH:24]=[CH:23][CH:22]=1>>[ClH:2].[NH2:7][C@@H:8]([CH:9]([CH3:10])[CH2:11][CH3:12])[C:13]([C:21]1[CH:26]=[CH:25][CH:24]=[CH:23][CH:22]=1)=[O:15] |f:2.3.4.5,8.9|. Reported procedure: To a stirred suspension of phosphorus pentachloride (31.4 g, 0.151 mmol.) in anhydrous benzene (300 mL) was added L-isoleucine (19.67 g, 0.151 mmol.) under chilling with ice. The mixture was then stirred for 2 hours under chilling with ice, and further stirred for 17 hours at room temperature. The reaction mixture was chilled with ice and anhydrous aluminum chloride (60 g) was portionwise added. The mixture was then slowly heated to reflux temperature for a period of 2 hours. The mixture was ref... The reactants are C1CCOC1, CCO, CCOC(=O)C1CCOc2cc(Oc3ccc(C(=O)NCC(O)c4ccc(Cl)cc4)cc3)c(Cl)cc21, [Na+], [OH-]. Product: O=C(NCC(O)c1ccc(Cl)cc1)c1ccc(Oc2cc3c(cc2Cl)C(C(=O)O)CCO3)cc1. Reaction SMILES: [CH2:39]1[O:40][CH2:41][CH2:42][CH2:43]1.[CH3:44][CH2:45][OH:46].[Cl:1][c:2]1[cH:3][c:4]2[c:9]([cH:10][c:11]1[O:12][c:13]1[cH:14][cH:15][c:16]([C:19]([NH:20][CH2:21][CH:22]([OH:23])[c:24]3[cH:25][cH:26][c:27]([Cl:30])[cH:28][cH:29]3)=[O:31])[cH:17][cH:18]1)[O:8][CH2:7][CH2:6][CH:5]2[C:32](=[O:33])[O:34][CH2:35][CH3:36].[Na+:38].[OH-:37]>>[Cl:1][c:2]1[cH:3][c:4]2[c:9]([cH:10][c:11]1[O:12][c:13]1[cH:14][cH:15][c:16]([C:19]([NH:20][CH2:21][CH:22]([OH:23])[c:24]3[cH:25][cH:26][c:27]([Cl:30])[cH:28][cH:29]3)=[O:31])[cH:17][cH:18]1)[O:8][CH2:7][CH2:6][CH:5]2[C:32](=[O:33])[OH:34]. The reactants are NC1=C(C=C(C=C1)S(=O)(=O)NC(=O)C1=CC=C(C=C1)C1=CC=C(C=C1)F)[N+](=O)[O-] (4-amino-N-((4′-fluoro-1,1′-biphenyl-4-yl)carbonyl)-3-nitrobenzenesulfonamide), [H-].[Na+] (sodium hydride), oil, C12(CC3CC(CC(C1)C3)C2)C(=O)Cl (1-adamantanecarbonyl chloride), Cl (HCl). Solvent: TBF, O1CCOCC1 (dioxane). Conditions: time 30 minute. Product: FC1=CC=C(C=C1)C1=CC=C(C=C1)C(=O)NS(=O)(=O)C1=CC(=C(C=C1)NC(=O)C12CC3CC(CC(C1)C3)C2)[N+](=O)[O-] (N-(4-((((4′-fluoro-1,1′-biphenyl-4-yl)carbonyl)amino)sulfonyl)-2-nitrophenyl)adamantane-1-carboxamide). As a reaction SMILES: [NH2:1][C:2]1[CH:7]=[CH:6][C:5]([S:8]([NH:11][C:12]([C:14]2[CH:19]=[CH:18][C:17]([C:20]3[CH:25]=[CH:24][C:23]([F:26])=[CH:22][CH:21]=3)=[CH:16][CH:15]=2)=[O:13])(=[O:10])=[O:9])=[CH:4][C:3]=1[N+:27]([O-:29])=[O:28].[H-].[Na+].[C:32]12([C:42](Cl)=[O:43])[CH2:41][CH:36]3[CH2:37][CH:38]([CH2:40][CH:34]([CH2:35]3)[CH2:33]1)[CH2:39]2.Cl>O1CCOCC1>[F:26][C:23]1[CH:24]=[CH:25][C:20]([C:17]2[CH:16]=[CH:15][C:14]([C:12]([NH:11][S:8]([C:5]3[CH:6]=[CH:7][C:2]([NH:1][C:42]([C:32]45[CH2:41][CH:36]6[CH2:35][CH:34]([CH2:40][CH:38]([CH2:37]6)[CH2:39]4)[CH2:33]5)=[O:43])=[C:3]([N+:27]([O-:29])=[O:28])[CH:4]=3)(=[O:10])=[O:9])=[O:13])=[CH:19][CH:18]=2)=[CH:21][CH:22]=1 |f:1.2|. Procedure details: A solution of Example 380A (101 mg, 0.25 mmol) in TBF (3 mL) was treated with 60% sodium hydride in oil (40 mg, 1.0 mmol), stirred for 30 minutes, treated with 1-adamantanecarbonyl chloride (60 mg, 0.30 mmol), stirred for 30 minutes, adjusted to pH<7 with 4M HCl in dioxane (0.5 mL), filtered, and concentrated. The concentrate was purified by flash column chromatography on silica gel with 30-100% ethyl acetate/hexanes to provide the desired product. MS (ESI(−)) m/e 576 (M−H)−; 1H NMR (300 MHz, DM... Starting materials: OC1=CC=CC=2NN=NC21 (hydroxybenzotriazole), Cl.C(C)N=C=NCCCN(C)C (1-ethyl-3-(3-dimethylaminopropyl)carbodiimide hydrochloride), C1(=CC=CC=C1)C(C(=O)O)C1=CC=CC=C1 (diphenylacetic acid), C(C)(C)N(C(C)C)CC (N,N-diisopropyl-ethylamine), N1CCC(CC1)CCO (2-Piperidin-4-ylethanol). Solvent: CN(C=O)C (dimethylformamide). Run at time 16 hour. Yields the product OCCC1CCN(CC1)C(C(C1=CC=CC=C1)C1=CC=CC=C1)=O (1-[4-(2-hydroxyethyl)piperidin-1-yl]-2,2-diphenylethanone). Yield: 93.8%. Reaction SMILES: [NH:1]1[CH2:6][CH2:5][CH:4]([CH2:7][CH2:8][OH:9])[CH2:3][CH2:2]1.OC1C2N=NNC=2C=CC=1.Cl.C(N=C=NCCCN(C)C)C.[C:32]1([CH:38]([C:42]2[CH:47]=[CH:46][CH:45]=[CH:44][CH:43]=2)[C:39](O)=[O:40])[CH:37]=[CH:36][CH:35]=[CH:34][CH:33]=1.C(N(CC)C(C)C)(C)C>CN(C)C=O>[OH:9][CH2:8][CH2:7][CH:4]1[CH2:5][CH2:6][N:1]([C:39](=[O:40])[CH:38]([C:32]2[CH:37]=[CH:36][CH:35]=[CH:34][CH:33]=2)[C:42]2[CH:47]=[CH:46][CH:45]=[CH:44][CH:43]=2)[CH2:2][CH2:3]1 |f:2.3|. Procedure: 2-Piperidin-4-ylethanol (1.12 g; 8.65 mmol) was introduced into dimethylformamide (DMF, 10 ml). Then hydroxybenzotriazole (HOBT, 1.46 g, 9.51 mmol), 1-ethyl-3-(3-dimethylaminopropyl)carbodiimide hydrochloride (EDC.HCl, 1.83 g; 9.51 mmol) and diphenylacetic acid (2.02 g; 9.51 mmol) were added in this sequence. N,N-diisopropyl-ethylamine (DIEA; 1.67 ml; 9.51 mmol) was then added to the reaction mixture, which was stirred at RT for 16 h. The reaction solution was concentrated under reduced pressure... Starting materials: [N+](=O)([O-])C1=C2C=CNC2=CC=C1 (4-nitroindole), IC (iodomethane), [H-].[Na+] (sodium hydride). Solvent: CN(C=O)C (dimethylformamide), CN(C=O)C (dimethylformamide), CN(C=O)C (dimethylformamide). Conditions: time 0.5 hour. The product is CN1C=CC2=C(C=CC=C12)[N+](=O)[O-] (1-Methyl-4-nitro-1H-indole). Yield: 92.0%. Reaction SMILES: [H-].[Na+].[N+:3]([C:6]1[CH:14]=[CH:13][CH:12]=[C:11]2[C:7]=1[CH:8]=[CH:9][NH:10]2)([O-:5])=[O:4].I[CH3:16]>CN(C)C=O>[CH3:16][N:10]1[C:11]2[C:7](=[C:6]([N+:3]([O-:5])=[O:4])[CH:14]=[CH:13][CH:12]=2)[CH:8]=[CH:9]1 |f:0.1|. Procedure details: To a stirred suspension of sodium hydride (0.14 g; 3.41 mM) in dimethylformamide (10 ml) at 0° C. under nitrogen was added 4-nitroindole (0.5 g; 3.1 mM) in dimethylformamide. After stirring for 0.5 h, iodomethane (0.21 ml; 3.41 mM) in dimethylformamide (1 ml) was added, and stirring was continued for 1 h. The reaction mixture was then quenched with water, and poured onto excess water with stirring. Filtration afforded the title compound (0.5 g; 92%). Reactants: N1C=CC=2C(=CC=CC12)C(=O)OC (methyl indol-4-carboxylate), C(C(C)C)[Al](CC(C)C)CC(C)C (triisobutylaluminum), NC1=C(C=CC=C1)O.CC1=CC=C(C=C1)S(=O)(=O)[O-] (2-aminophenol 4-methyl-benzenesulfonate), Cl (hydrochloric acid). The solvent is C(Cl)(Cl)Cl (chloroform), C1(=CC=CC=C1)C (toluene), C(Cl)(Cl)Cl (chloroform). Reaction conditions: time 15 minute. Product: CC1=CC=C(C=C1)S(=O)(=O)OC1=C(C=CC=C1)NC(=O)C=1C=2C=CNC2C=CC1 (N-[2-[(4-methylphenyl)sulfonyloxy]phenyl]-1H-indol-4-carboxamide). Isolated yield 95.8%. As a reaction SMILES: C([Al](CC(C)C)CC(C)C)C(C)C.[NH2:14][C:15]1[CH:20]=[CH:19][CH:18]=[CH:17][C:16]=1[OH:21].[CH3:22][C:23]1[CH:28]=[CH:27][C:26]([S:29]([O-:32])(=[O:31])=O)=[CH:25][CH:24]=1.[NH:33]1[C:41]2[CH:40]=[CH:39][CH:38]=[C:37]([C:42](OC)=[O:43])[C:36]=2[CH:35]=[CH:34]1.Cl>C1(C)C=CC=CC=1.C(Cl)(Cl)Cl>[CH3:22][C:23]1[CH:24]=[CH:25][C:26]([S:29]([O:21][C:16]2[CH:17]=[CH:18][CH:19]=[CH:20][C:15]=2[NH:14][C:42]([C:37]2[C:36]3[CH:35]=[CH:34][NH:33][C:41]=3[CH:40]=[CH:39][CH:38]=2)=[O:43])(=[O:31])=[O:32])=[CH:27][CH:28]=1 |f:1.2|. Procedure details: 140 ml of triisobutylaluminum in solution in toluene at 1.1 mole/l were added to a solution of 18 g of 2-aminophenol-4-methyl-benzenesulfonate in 300 ml of chloroform, and after stirring for 15 minutes, a solution of 12.15 g of methyl indol-4-carboxylate in 120 ml of chloroform was added. The mixture was refluxed for 20 hours and was then cooled to 0° to -10° C. and 500 ml of an N aqueous solution of hydrochloric acid were added with stirring over 15 minutes. The chloroform phase was then purifi... Reactants: CCCOc1ccc2c(c1)C(c1ccc(OC)cc1-c1ccccc1)C(C(=O)OC)C2c1ccc2c(c1)OCO2, [Na+], C1COCCO1, [OH-]. Product: CCCOc1ccc2c(c1)C(c1ccc(OC)cc1-c1ccccc1)C(C(=O)O)C2c1ccc2c(c1)OCO2. Reaction SMILES: [CH3:1][O:2][C:3](=[O:4])[CH:5]1[CH:6]([c:32]2[cH:33][c:34]3[c:35]([cH:36][cH:37]2)[O:38][CH2:39][O:40]3)[c:7]2[cH:8][cH:9][c:10]([O:28][CH2:29][CH2:30][CH3:31])[cH:11][c:12]2[CH:13]1[c:14]1[c:15](-[c:22]2[cH:23][cH:24][cH:25][cH:26][cH:27]2)[cH:16][c:17]([O:20][CH3:21])[cH:18][cH:19]1.[Na+:42].[O:43]1[CH2:44][CH2:45][O:46][CH2:47][CH2:48]1.[OH-:41]>>[O:2]=[C:3]([OH:4])[CH:5]1[CH:6]([c:32]2[cH:33][c:34]3[c:35]([cH:36][cH:37]2)[O:38][CH2:39][O:40]3)[c:7]2[cH:8][cH:9][c:10]([O:28][CH2:29][CH2:30][CH3:31])[cH:11][c:12]2[CH:13]1[c:14]1[c:15](-[c:22]2[cH:23][cH:24][cH:25][cH:26][cH:27]2)[cH:16][c:17]([O:20][CH3:21])[cH:18][cH:19]1.